Dataset: the Open Reaction Database (ORD), a public repository of structured organic reaction records. Task: describe an organic reaction: reactants, conditions, products, and yield Reactants: ClC1=NC=CC=C1N1N=NC(=C1C)C=1CCN(CC1)C(=O)OC(C)(C)C (tert-butyl 4-[1-(2-chloropyridin-3-yl)-5-methyl-1H-[1,2,3]triazol-4-yl]-1,2,3,6-tetrahydropyridine-1-carboxylate). Solvent: Cl (hydrochloric acid). Reaction conditions: time 2.5 hour. The product is ClC1=NC=CC=C1N1N=NC(=C1C)C=1CCN(CC1)C(=O)OC(C)C (Isopropyl 4-[1-(2-chloropyridin-3-yl)-5-methyl-1H-[1,2,3]-triazol-4-yl]-1,2,3,6-tetrahydropyridine-1-carboxylate). RXN SMILES: [Cl:1][C:2]1[C:7]([N:8]2[C:12]([CH3:13])=[C:11]([C:14]3[CH2:15][CH2:16][N:17]([C:20]([O:22][C:23](C)([CH3:25])[CH3:24])=[O:21])[CH2:18][CH:19]=3)[N:10]=[N:9]2)=[CH:6][CH:5]=[CH:4][N:3]=1>Cl>[Cl:1][C:2]1[C:7]([N:8]2[C:12]([CH3:13])=[C:11]([C:14]3[CH2:15][CH2:16][N:17]([C:20]([O:22][CH:23]([CH3:25])[CH3:24])=[O:21])[CH2:18][CH:19]=3)[N:10]=[N:9]2)=[CH:6][CH:5]=[CH:4][N:3]=1. Reported procedure: tert-Butyl 4-[1-(2-chloropyridin-3-yl)-5-methyl-1H-[1,2,3]-triazol-4-yl]-1,2,3,6-tetrahydropyridine-1-carboxylate (265 mg) prepared in Example 12 was dissolved in 4.0 ml of a 10% methanolic hydrochloric acid and stirred for 2.5 hours and the solvent was evaporated in vacuo to give the title compound as a mixture. Procedure details: To a gently heated (35° C.) and mechanically stirred suspension of isonicotinohydrazide (435 g) in isopropyl alcohol (6.0 L) was added (methylimino)(thioxo)methane (230 g) in several small portions. After complete addition, the reaction mixture was heated (70° C.) for 6 h with an additional addition of isopropyl alcohol (600 ml) after 30 min. After cooling (ice-bath) the reaction mixture to 17° C., the obtained precipitate was filtered off and washed with isopropyl alcohol (1.0 L). This solid wa... As a reaction SMILES: [C:1]([NH:9][NH2:10])(=[O:8])[C:2]1[CH:7]=[CH:6][N:5]=[CH:4][CH:3]=1.[CH3:11][N:12]=[C:13]=[S:14]>C(O)(C)C>[C:1]([NH:9][NH:10][C:13](=[S:14])[NH:12][CH3:11])(=[O:8])[C:2]1[CH:7]=[CH:6][N:5]=[CH:4][CH:3]=1. The reactants are C(C1=CC=NC=C1)(=O)NN (isonicotinohydrazide), CN=C=S ((methylimino)(thioxo)methane). Run in C(C)(C)O (isopropyl alcohol), C(C)(C)O (isopropyl alcohol). Conditions: temperature 70 celsius. The product is C(C1=CC=NC=C1)(=O)NNC(NC)=S (2-Isonicotinoyl-N-methylhydrazinecarbothioamide). The yield is 93.0%. Reactants: BrCC(=O)OCC (Ethyl bromoacetate), [N+](=O)([O-])C1=CC2=C(NC(CO2)=O)C=C1 (7-nitro-2H-1,4-benzoxazin-3(4H)-one), C([O-])([O-])=O.[K+].[K+] (potassium carbonate). The solvent is C(C)#N (acetonitrile). The product is C(C)OC(=O)CN1C(COC2=C1C=CC(=C2)[N+](=O)[O-])=O (4-ethoxycarbonylmethyl-7-nitro-2H-1,4-benzoxazin-3(4H)-one). The yield is 71.4%. As a reaction SMILES: Br[CH2:2][C:3]([O:5][CH2:6][CH3:7])=[O:4].[N+:8]([C:11]1[CH:21]=[CH:20][C:14]2[NH:15][C:16](=[O:19])[CH2:17][O:18][C:13]=2[CH:12]=1)([O-:10])=[O:9].C(=O)([O-])[O-].[K+].[K+]>C(#N)C>[CH2:6]([O:5][C:3]([CH2:2][N:15]1[C:14]2[CH:20]=[CH:21][C:11]([N+:8]([O-:10])=[O:9])=[CH:12][C:13]=2[O:18][CH2:17][C:16]1=[O:19])=[O:4])[CH3:7] |f:2.3.4|. Reported procedure: Ethyl bromoacetate (18.4 g) was added dropwise at a temperature of 30° C. to 40° C. to a mixture of 7-nitro-2H-1,4-benzoxazin-3(4H)-one (19.4 g), potassium carbonate (15.2 g) and acetonitrile (100 ml), the mixture was refluxed under heating for 3 hours. When the reaction was completed, the liquor was filtered, the filtrate was distilled. Recrystallization of the resulting solid from toluene-hexane gave the desired 4-ethoxycarbonylmethyl-7-nitro-2H-1,4-benzoxazin-3(4H)-one (20 g). mp. 120.5°-121.... Starting materials: [N+](=O)([O-])C=1C=CC(=NC1)OC=1C=C2CCC(OC2=CC1)C1=CC=CC=C1 (5-nitro-2-(2-phenylchroman-6-yloxy)pyridine), FC=1C=C(C=CC1)C1OC2=CC=C(C=C2C(C1)O)O (2-(3-fluorophenyl)chroman-4,6-diol). The product is FC=1C=C(C=CC1)C1OC2=CC=C(C=C2C(C1)O)OC1=NC=C(C=C1)[N+](=O)[O-] (2-(3-Fluorophenyl)-6-(5-nitropyridin-2-yloxy)chroman-4-ol). As a reaction SMILES: [N+:1]([C:4]1[CH:5]=[CH:6][C:7](OC2C=C3C(=CC=2)OC(C2C=CC=CC=2)CC3)=[N:8][CH:9]=1)([O-:3])=[O:2].[F:27][C:28]1[CH:29]=[C:30]([CH:34]2[CH2:43][CH:42]([OH:44])[C:41]3[C:36](=[CH:37][CH:38]=[C:39]([OH:45])[CH:40]=3)[O:35]2)[CH:31]=[CH:32][CH:33]=1>>[F:27][C:28]1[CH:29]=[C:30]([CH:34]2[CH2:43][CH:42]([OH:44])[C:41]3[C:36](=[CH:37][CH:38]=[C:39]([O:45][C:7]4[CH:6]=[CH:5][C:4]([N+:1]([O-:3])=[O:2])=[CH:9][N:8]=4)[CH:40]=3)[O:35]2)[CH:31]=[CH:32][CH:33]=1. Reported procedure: 2-(3-Fluorophenyl)-6-(5-nitropyridin-2-yloxy)chroman-4-ol was prepared as described for 5-nitro-2-(2-phenylchroman-6-yloxy)pyridine in Example 1(b) starting from 890 mg of 2-(3-fluorophenyl)chroman-4,6-diol (Example 9(b)). The product was purified by column chromatography using gradient elution with ethyl acetate-heptane (20%→33%) and then crystallised from a mixture of 2-propanol and acetone. 1H NMR (400 MHz, d6-DMSO) δ: 9.04 (d, 1H, J 2.9 Hz), 8.61 (dd, 1H, J 9.1, 2.9 Hz), 7.48 (m, 1H), 7.35-7... Reactants: CN (methylamine), FC1=C(C=C(C(=C1)OCC1=CC(=CC=C1)F)F)N1CC(CC1=O)C(=O)O ((RS)-1-[2,5-difluoro-4-(3-fluoro-benzyloxy)-phenyl]-5-oxo-pyrrolidine-3-carboxylic acid), C(=O)(N1C=NC=C1)N1C=NC=C1 (1,1′-carbonyl-diimidazole), CN (methylamine). Run at temperature 50 celsius, time 18 hour. Product: CNC(=O)C1CN(C(C1)=O)C1=C(C=C(C(=C1)F)OCC1=CC(=CC=C1)F)F ((RS)-1-[2,5-Difluoro-4-(3-fluoro-benzyloxy)-phenyl]-5-oxo-pyrrolidine-3-carboxylic acid methylamide). RXN SMILES: [F:1][C:2]1[CH:7]=[C:6]([O:8][CH2:9][C:10]2[CH:15]=[CH:14][CH:13]=[C:12]([F:16])[CH:11]=2)[C:5]([F:17])=[CH:4][C:3]=1[N:18]1[C:22](=[O:23])[CH2:21][CH:20]([C:24]([OH:26])=O)[CH2:19]1.[C:27](N1C=CN=C1)([N:29]1C=CN=C1)=O.CN>>[CH3:27][NH:29][C:24]([CH:20]1[CH2:21][C:22](=[O:23])[N:18]([C:3]2[CH:4]=[C:5]([F:17])[C:6]([O:8][CH2:9][C:10]3[CH:15]=[CH:14][CH:13]=[C:12]([F:16])[CH:11]=3)=[CH:7][C:2]=2[F:1])[CH2:19]1)=[O:26]. Reported procedure: A solution of 365 mg (1.0 mmol) of (RS)-1-[2,5-difluoro-4-(3-fluoro-benzyloxy)-phenyl]-5-oxo-pyrrolidine-3-carboxylic acid is treated with 178 mg (1.1 mmol) of 1,1′-carbonyl-diimidazole, and the mixture is heated at 50° C. for 2 hours. Thereafter, the solution is cooled to RT and 47 mg (1.5 mmol) of methylamine (33% solution in ethanol) are added. After 18 hours the reaction is not complete, so that another 47 mg (1.5 mmol) of methylamine (33% solution in ethanol) are added and stirring is conti... The reactants are O=C([O-])[O-], C[Si](C)(C)CCOCCl, [Cs+], [Cs+], CN(C)C=O, N#Cc1cccc(-c2n[nH]cc2-c2ccncc2)c1. Yields the product C[Si](C)(C)CCOCn1cc(-c2ccncc2)c(-c2cccc(C#N)c2)n1. Reaction SMILES: [C:1](=[O:2])([O-:3])[O-:4].[Cl:7][CH2:8][O:9][CH2:10][CH2:11][Si:12]([CH3:13])([CH3:14])[CH3:15].[Cs+:5].[Cs+:6].[O:35]=[CH:36][N:37]([CH3:38])[CH3:39].[n:16]1[cH:17][cH:18][c:19](-[c:22]2[c:23](-[c:27]3[cH:28][c:29]([C:30]#[N:31])[cH:32][cH:33][cH:34]3)[n:24][nH:25][cH:26]2)[cH:20][cH:21]1>>[CH2:8]([O:9][CH2:10][CH2:11][Si:12]([CH3:13])([CH3:14])[CH3:15])[n:25]1[n:24][c:23](-[c:27]2[cH:28][c:29]([C:30]#[N:31])[cH:32][cH:33][cH:34]2)[c:22](-[c:19]2[cH:18][cH:17][n:16][cH:21][cH:20]2)[cH:26]1. Reactants: ClC=1C=C(C=CC1I)C(F)(F)F (3-chloro-4-iodobenzotrifluoride), C(=O)(OC(C)(C)C)N1CCNCC1 (N-Boc-piperazine), CC(C)([O-])C.[Na+] (sodium-t-butoxide), C1(=C(C=CC=C1)P(C1=C(C=CC=C1)C)C1=C(C=CC=C1)C)C (tri-o-tolylphosphine). Run in O1CCOCC1 (dioxane), CCOCC (ether). Conditions: temperature 100 celsius. Yields the product C(C)(C)(C)OC(=O)N1CCN(CC1)C1=C(C=C(C=C1)C(F)(F)F)Cl (4-(2-Chloro-4-trifluoromethyl-phenyl)-piperazine-1-carboxylic acid tert-butyl ester). Isolated yield 10.0%. RXN SMILES: [Cl:1][C:2]1[CH:3]=[C:4]([C:9]([F:12])([F:11])[F:10])[CH:5]=[CH:6][C:7]=1I.[C:13]([N:20]1[CH2:25][CH2:24][NH:23][CH2:22][CH2:21]1)([O:15][C:16]([CH3:19])([CH3:18])[CH3:17])=[O:14].CC(C)([O-])C.[Na+].C1(C)C=CC=CC=1P(C1C=CC=CC=1C)C1C=CC=CC=1C>O1CCOCC1.CCOCC>[C:16]([O:15][C:13]([N:20]1[CH2:25][CH2:24][N:23]([C:7]2[CH:6]=[CH:5][C:4]([C:9]([F:12])([F:11])[F:10])=[CH:3][C:2]=2[Cl:1])[CH2:22][CH2:21]1)=[O:14])([CH3:19])([CH3:17])[CH3:18] |f:2.3|. Reported procedure: A mixture of 0.5 g (1.6 mmol) of 3-chloro-4-iodobenzotrifluoride 0.7 g (3.8 mmol), N-Boc-piperazine, 41 mg (0.04 mmol) Tris(dibenzylideneacetone)dipalladium chloroform complex, 0.44 g (4.43 mmol) sodium-t-butoxide and 48 mg (0.16 mmol) tri-o-tolylphosphine in 6 ml dioxane was heated overnight at 100° C. The solution was allowed to cool to room temperature, taken up in ether (30 ml) and washed with brine (25 ml). The organic layer was dried over Na2SO4, filtered and the solvent was removed in vac... Reactants: C(C1=CC=CC=C1)C=1OC(=C(C1C(=O)C1=CC(=C(C(=C1)CC)OC)CC)C)C ((2-benzyl-4,5-dimethyl-furan-3-yl)-(3,5-diethyl-4-methoxy-phenyl)-methanone), B(Br)(Br)Br (boron tribromide), [K+].[Br-] (KBr). Yields the product CC1=C(C2=C(O1)C=C1C=CC=CC1=C2C2=CC(=C(C(=C2)CC)O)CC)C (4-(2,3-Dimethyl-naphtho[2,3-b]furan-4-yl)-2,6-diethyl-phenol). RXN SMILES: [CH2:1]([C:8]1[O:9][C:10]([CH3:28])=[C:11]([CH3:27])[C:12]=1[C:13]([C:15]1[CH:20]=[C:19]([CH2:21][CH3:22])[C:18]([O:23]C)=[C:17]([CH2:25][CH3:26])[CH:16]=1)=O)[C:2]1[CH:7]=[CH:6][CH:5]=[CH:4][CH:3]=1.B(Br)(Br)Br.[K+].[Br-]>>[CH3:28][C:10]1[O:9][C:8]2[CH:1]=[C:2]3[C:7](=[C:13]([C:15]4[CH:16]=[C:17]([CH2:25][CH3:26])[C:18]([OH:23])=[C:19]([CH2:21][CH3:22])[CH:20]=4)[C:12]=2[C:11]=1[CH3:27])[CH:6]=[CH:5][CH:4]=[CH:3]3 |f:2.3|. Procedure: The title compound was prepared according to the procedure in Example 1, step 5, using (2-benzyl-4,5-dimethyl-furan-3-yl)-(3,5-diethyl-4-methoxy-phenyl)-methanone (22.0 g, 58.4 mmol) and boron tribromide (36.8 mL, 0.389 mol). Purification on Biotage KP-Sil, eluting with a 0, 2 & 5% EtOAc/hexane step gradient followed by trituration with hexane gave 1.34 g (8%), of the title compound as an off white solid. 1H NMR (DMSO-d6) δ 1.15 (t, 6 H), 1.59 (s, 3 H), 2.37 (s, 3 H), 2.59-2.72 (m, 4 H), 6.89 (s...